From a dataset of the Open Reaction Database (ORD), a public repository of structured organic reaction records. describe an organic reaction: reactants, conditions, products, and yield The reactants are CCOC(=O)C1CC1c1cnc2c(ccn2S(=O)(=O)c2ccc(C)cc2)c1, CC[O-], CCO, [Cl-], [NH4+], [Na+]. Yields the product CCOC(=O)C1CC1c1cnc2[nH]ccc2c1. Reaction SMILES: [CH2:1]([CH3:2])[O:3][C:4](=[O:5])[CH:6]1[CH:7]([c:9]2[cH:10][c:11]3[c:12]([n:13][cH:14]2)[n:15]([S:18]([c:19]2[cH:20][cH:21][c:22]([CH3:23])[cH:24][cH:25]2)(=[O:26])=[O:27])[cH:16][cH:17]3)[CH2:8]1.[CH3:29][CH2:30][O-:31].[CH3:34][CH2:35][OH:36].[Cl-:32].[NH4+:33].[Na+:28]>>[CH2:1]([CH3:2])[O:3][C:4](=[O:5])[CH:6]1[CH:7]([c:9]2[cH:10][c:11]3[c:12]([n:13][cH:14]2)[nH:15][cH:16][cH:17]3)[CH2:8]1. The reactants are [Cl-].[Na+].O (brine), [Cl-].[Na+].O (brine), C(CCC)[Li] (n-butyllithium), C(C1=CC=CC=C1)(=O)Cl (benzoyl chloride), O.[OH-].[Li+] (Lithium hydroxide monohydrate), C(CCC)[Li] (n-butyllithium), C[Si](C)(C)N[Si](C)(C)C (HMDS), P(O)(O)(O)=O (phosphoric acid), C1(=CC=C(C=C1)C[C@@H]1CCC(N1CC1=CC=C(C=C1)OC)=O)C1=CC=CC=C1 ((S)-5-biphenyl-4-ylmethyl-1-(4-methoxy-benzyl)-pyrrolidin-2-one), C=O (Formaldehyde), C(=O)([O-])[O-].[K+].[K+] (K2CO3). Reagents/catalysts: [Br-].C(CCC)[N+](CCCC)(CCCC)CCCC (tetrabutylammonium bromide). Run in C1(=CC=CC=C1)C (toluene), [Cl-].[NH4+] (ammonium chloride), O1CCCC1 (tetrahydrofuran), O1CCCC1 (tetrahydrofuran). Reaction conditions: temperature -10 celsius, time 30 minute. Product: C1(=CC=C(C=C1)C[C@H](CC(C(=O)O)=C)NC(=O)OC(C)(C)C)C1=CC=CC=C1 ((R)-5-Biphenyl-4-yl-4-tert-butoxycarbonylamino-2-methylenepentanoic acid). As a reaction SMILES: C([Li])CCC.C[Si](N[Si](C)(C)C)(C)C.[C:15]1([C:37]2[CH:42]=[CH:41][CH:40]=[CH:39][CH:38]=2)[CH:20]=[CH:19][C:18]([CH2:21][C@H:22]2[N:26]([CH2:27]C3C=CC(OC)=CC=3)[C:25](=O)[CH2:24][CH2:23]2)=[CH:17][CH:16]=1.[C:43](Cl)(=O)[C:44]1[CH:49]=CC=C[CH:45]=1.[CH2:52]=[O:53].C([O-])([O-])=O.[K+].[K+].[OH2:60].[OH-:61].[Li+].P(=O)(O)(O)O.[Cl-].[Na+].[OH2:70]>O1CCCC1.[Cl-].[NH4+].[Br-].C([N+](CCCC)(CCCC)CCCC)CCC.C1(C)C=CC=CC=1>[C:15]1([C:37]2[CH:38]=[CH:39][CH:40]=[CH:41][CH:42]=2)[CH:16]=[CH:17][C:18]([CH2:21][C@@H:22]([NH:26][C:27]([O:70][C:44]([CH3:49])([CH3:45])[CH3:43])=[O:61])[CH2:23][C:24](=[CH2:25])[C:52]([OH:60])=[O:53])=[CH:19][CH:20]=1 |f:5.6.7,8.9.10,12.13.14,16.17,18.19|. Reported procedure: Under N2, n-butyllithium (56 mL, 2.5 M in hexane, 0.14 mol) is added to the mixture of HMDS (24.2 g, 0.15 mol) in 300 mL dry tetrahydrofuran at −10° C., the resulting mixture is then stirred for 30 min at −10° C. A mixture of (S)-2-Biphenyl-4-ylmethyl-5-oxo-pyrrolidine-1-carboxylic acid tert-butyl ester (3a, R1=t-butoxycarbonyl) (35.1 g, 0.1 mol) in 50 mL dry tetrahydrofuran is added to the reaction mixture at −10° C., after about 30 min, n-butyllithium (40 mL, 2.5 M in hexane, 0.1 mol) is added...